This data is from the Open Reaction Database (ORD), a public repository of structured organic reaction records. The task is: describe an organic reaction: reactants, conditions, products, and yield The reactants are IC1=C2C=CC(=NC2=CC=C1)Cl (5-iodo-2-chloroquinoline), N[C@@H]1CCC2=CC=CC=C12 ((R)-1-aminoindane), N1CCOCC1 (morpholine). Yields the product [C@H]1(CCC2=CC=CC=C12)NC1=NC2=CC=CC(=C2C=C1)N1CCOCC1 ((R)-Indan-1-yl-(5-morpholin-4-yl-quinolin-2-yl)-amine). Reaction SMILES: I[C:2]1[CH:11]=[CH:10][CH:9]=[C:8]2[C:3]=1[CH:4]=[CH:5][C:6](Cl)=[N:7]2.[NH2:13][C@H:14]1[C:22]2[C:17](=[CH:18][CH:19]=[CH:20][CH:21]=2)[CH2:16][CH2:15]1.[NH:23]1[CH2:28][CH2:27][O:26][CH2:25][CH2:24]1>>[C@H:14]1([NH:13][C:6]2[CH:5]=[CH:4][C:3]3[C:8](=[CH:9][CH:10]=[CH:11][C:2]=3[N:23]3[CH2:28][CH2:27][O:26][CH2:25][CH2:24]3)[N:7]=2)[C:22]2[C:17](=[CH:18][CH:19]=[CH:20][CH:21]=2)[CH2:16][CH2:15]1. Reported procedure: The title compound, MS: m/e=346.4 (M+H+), was prepared in accordance with the general method of example 1 from 5-iodo-2-chloroquinoline, (R)-1-aminoindane and morpholine. Reactants: BrC1=CC(=C(C(=O)OC)C=C1)F (methyl 4-bromo-2-fluorobenzoate), CN(C)C=O (DMF), C1(=CC=CC=C1)B(O)O (phenylboronic acid), [F-].[Cs+] (cesium fluoride). Reagents/catalysts: CC(=O)[O-].CC(=O)[O-].[Pd+2] (Pd(OAc)2). Solvent: O (water). Conditions: temperature 80 celsius, time 20 minute. Product: FC=1C=C(C=CC1C(=O)OC)C1=CC=CC=C1 (methyl 3-fluorobiphenyl-4-carboxylate). Isolated yield 96.1%. As a reaction SMILES: Br[C:2]1[CH:11]=[CH:10][C:5]([C:6]([O:8][CH3:9])=[O:7])=[C:4]([F:12])[CH:3]=1.[C:13]1(B(O)O)[CH:18]=[CH:17][CH:16]=[CH:15][CH:14]=1.[F-].[Cs+].CN(C=O)C>CC([O-])=O.CC([O-])=O.[Pd+2].O>[F:12][C:4]1[CH:3]=[C:2]([C:13]2[CH:18]=[CH:17][CH:16]=[CH:15][CH:14]=2)[CH:11]=[CH:10][C:5]=1[C:6]([O:8][CH3:9])=[O:7] |f:2.3,5.6.7|. Reported procedure: Combine methyl 4-bromo-2-fluorobenzoate (9.3 g, 40.0 mmol), phenylboronic acid (9.75 g, 80.0 mmol), and cesium fluoride (32.6 g, 100.1 mmol), DMF (190 mL) and deionized water (50 mL). Heat to 80° C. and add Pd(OAc)2 (303 g, 4.0 mmol). After 20 min, cool to room temperature, filter through HyFlo with the aid of 100 mL ethyl acetate, extract the filtrate with 2×100 mL 5% aqueous lithium chloride, 2×50 mL 1.0 M aqueous sodium hydroxide, and 2×100 mL brine. Separate the organic phase, dry over MgSO4... The product is Cc1cc(C2=NOC(c3cc(Cl)cc(Cl)c3)(C(F)(F)F)C2)ccc1C#N. Starting materials: Cc1cc(C2=NOC(c3cc(Cl)cc(Cl)c3)(C(F)(F)F)C2)ccc1Br, [C-]#N, [C-]#N, CN(C)C=O, Cc1ccccc1, [Pd], [Zn+2], c1ccc(P(c2ccccc2)c2ccccc2)cc1, c1ccc(P(c2ccccc2)c2ccccc2)cc1, c1ccc(P(c2ccccc2)c2ccccc2)cc1, c1ccc(P(c2ccccc2)c2ccccc2)cc1. RXN SMILES: [Br:1][c:2]1[c:3]([CH3:25])[cH:4][c:5]([C:8]2=[N:9][O:10][C:11]([C:13]([F:14])([F:15])[F:16])([c:17]3[cH:18][c:19]([Cl:24])[cH:20][c:21]([Cl:23])[cH:22]3)[CH2:12]2)[cH:6][cH:7]1.[C-:38]#[N:39].[C-:41]#[N:42].[CH3:26][N:27]([CH3:28])[CH:29]=[O:30].[CH3:31][c:32]1[cH:33][cH:34][cH:35][cH:36][cH:37]1.[Pd:43].[Zn+2:40].[c:101]1([P:102]([c:103]2[cH:104][cH:105][cH:106][cH:107][cH:108]2)[c:109]2[cH:110][cH:111][cH:112][cH:113][cH:114]2)[cH:115][cH:116][cH:117][cH:118][cH:119]1.[c:44]1([P:45]([c:46]2[cH:47][cH:48][cH:49][cH:50][cH:51]2)[c:52]2[cH:53][cH:54][cH:55][cH:56][cH:57]2)[cH:58][cH:59][cH:60][cH:61][cH:62]1.[c:63]1([P:64]([c:65]2[cH:66][cH:67][cH:68][cH:69][cH:70]2)[c:71]2[cH:72][cH:73][cH:74][cH:75][cH:76]2)[cH:77][cH:78][cH:79][cH:80][cH:81]1.[c:82]1([P:83]([c:84]2[cH:85][cH:86][cH:87][cH:88][cH:89]2)[c:90]2[cH:91][cH:92][cH:93][cH:94][cH:95]2)[cH:96][cH:97][cH:98][cH:99][cH:100]1>>[c:2]1([C:26]#[N:27])[c:3]([CH3:25])[cH:4][c:5]([C:8]2=[N:9][O:10][C:11]([C:13]([F:14])([F:15])[F:16])([c:17]3[cH:18][c:19]([Cl:24])[cH:20][c:21]([Cl:23])[cH:22]3)[CH2:12]2)[cH:6][cH:7]1. Starting materials: ClCC(CC(=O)OC)=O (methyl 4-chloro-acetoacetate), NC(=S)N (thiourea). The solvent is C1CCOC1 (THF). Yields the product Cl.NC=1SC=C(N1)CC(=O)OC (Methyl 2-amino-4-thiazoleacetate hydrochloride salt). Yield: 88.7%. As a reaction SMILES: [Cl:1][CH2:2][C:3](=O)[CH2:4][C:5]([O:7][CH3:8])=[O:6].[NH2:10][C:11]([NH2:13])=[S:12]>C1COCC1>[ClH:1].[NH2:13][C:11]1[S:12][CH:2]=[C:3]([CH2:4][C:5]([O:7][CH3:8])=[O:6])[N:10]=1 |f:3.4|. Reported procedure: To a solution of methyl 4-chloro-acetoacetate (4.0 g, 27 mmol) in 50 mL of THF was added thiourea (2.0 g, 27 mmol) and the resulting suspension was stirred at reflux for 5 h. The mixture was allowed to cool to room temperature. The white solid was filtered off and washed with ether to afford 5.0 g (90%) of the title compound. 1H NMR (D2O) δ 6.6 (broad s, 1H), 3.7 (broad s, 2H), 3.6 (broad s, 3H). MS (NH3 --CI) 173 (M+H)+ (100%). The reactants are CC(C)(C)OC(=O)NCC(=O)N1CCCC1C#N, Cl, O. The product is Cl, N#CC1CCCN1C(=O)CN. Reaction SMILES: [C:1]([O:2][C:3](=[O:4])[NH:7][CH2:8][C:9](=[O:10])[N:11]1[CH:12]([C:16]#[N:17])[CH2:13][CH2:14][CH2:15]1)([CH3:5])([CH3:6])[CH3:18].[ClH:19].[OH2:20]>>[ClH:19].[NH2:7][CH2:8][C:9](=[O:10])[N:11]1[CH:12]([C:16]#[N:17])[CH2:13][CH2:14][CH2:15]1. Reactants: ClCCl, CNOC, CC(C)C(C)(O)C(=O)O, CN(C)c1ccncc1, Cl, c1c[nH]cn1. The product is CON(C)C(=O)C(C)(O)C(C)C. As a reaction SMILES: [CH2:20]([Cl:21])[Cl:22].[CH3:16][NH:17][O:18][CH3:19].[CH3:1][C:2]([C:3](=[O:4])[OH:5])([CH:6]([CH3:7])[CH3:8])[OH:9].[CH3:23][N:24]([CH3:25])[c:26]1[cH:27][cH:28][n:29][cH:30][cH:31]1.[ClH:15].[nH:10]1[cH:11][cH:12][n:13][cH:14]1>>[CH3:1][C:2]([C:3](=[O:4])[N:17]([CH3:16])[O:18][CH3:19])([CH:6]([CH3:7])[CH3:8])[OH:9]. Reactants: [Br-], BrCCCCCCBr, OCCOCc1ccccc1, CCCC[N+](CCCC)(CCCC)CCCC, [Na+], [OH-], O. Product: BrCCCCCCOCCOCc1ccccc1. As a reaction SMILES: [Br-:23].[Br:15][CH2:16][CH2:17][CH2:18][CH2:19][CH2:20][CH2:21][Br:22].[CH2:1]([c:2]1[cH:3][cH:4][cH:5][cH:6][cH:7]1)[O:8][CH2:9][CH2:10][OH:11].[CH3:24][CH2:25][CH2:26][CH2:27][N+:28]([CH2:29][CH2:30][CH2:31][CH3:32])([CH2:33][CH2:34][CH2:35][CH3:36])[CH2:37][CH2:38][CH2:39][CH3:40].[Na+:13].[OH-:12].[OH2:14]>>[CH2:1]([c:2]1[cH:3][cH:4][cH:5][cH:6][cH:7]1)[O:8][CH2:9][CH2:10][O:11][CH2:21][CH2:20][CH2:19][CH2:18][CH2:17][CH2:16][Br:15]. The reactants are CON(C)C(=O)C(Cc1ccccc1F)NC(=O)OC(C)(C)C, Cc1cc(Cl)ccc1C(=O)NC(C)(C)C. The product is CC(C)(C)NC(=O)c1ccc(Cl)cc1CC(=O)C(Cc1ccccc1F)NC(=O)OC(C)(C)C. Reaction SMILES: [C:1]([CH3:2])([CH3:3])([CH3:4])[O:5][C:6]([NH:7][CH:8]([CH2:9][c:10]1[c:11]([F:16])[cH:12][cH:13][cH:14][cH:15]1)[C:17]([N:18]([O:19][CH3:20])[CH3:21])=[O:22])=[O:23].[C:24]([CH3:25])([CH3:26])([CH3:27])[NH:28][C:29]([c:30]1[c:31]([CH3:37])[cH:32][c:33]([Cl:36])[cH:34][cH:35]1)=[O:38]>>[C:1]([CH3:2])([CH3:3])([CH3:4])[O:5][C:6]([NH:7][CH:8]([CH2:9][c:10]1[c:11]([F:16])[cH:12][cH:13][cH:14][cH:15]1)[C:17](=[O:22])[CH2:37][c:31]1[c:30]([C:29]([NH:28][C:24]([CH3:25])([CH3:26])[CH3:27])=[O:38])[cH:35][cH:34][c:33]([Cl:36])[cH:32]1)=[O:23].